This data is from the Open Reaction Database (ORD), a public repository of structured organic reaction records. The task is: describe an organic reaction: reactants, conditions, products, and yield The reactants are CCOC(C#CC(O)COCc1ccccc1)OCC, CCO, O=N[O-], [Na+], O, O=[Pt]. The product is CCOC(CCC(O)COCc1ccccc1)OCC. As a reaction SMILES: [CH2:1]([CH3:2])[O:3][CH:4]([C:5]#[C:6][CH:7]([CH2:8][O:9][CH2:10][c:11]1[cH:12][cH:13][cH:14][cH:15][cH:16]1)[OH:17])[O:18][CH2:19][CH3:20].[CH3:21][CH2:22][OH:23].[N:24]([O-:25])=[O:26].[Na+:27].[OH2:30].[Pt:28]=[O:29]>>[CH2:1]([CH3:2])[O:3][CH:4]([CH2:5][CH2:6][CH:7]([CH2:8][O:9][CH2:10][c:11]1[cH:12][cH:13][cH:14][cH:15][cH:16]1)[OH:17])[O:18][CH2:19][CH3:20]. Conditions: temperature 60 celsius, time 18 hour. The product is CN1CC2=C(C(N(C3=C(O2)C=CC=C3)CCOC3=CC=C(C(=O)OC)C=C3)=O)CC1 (methyl 4-(2-(2-methyl-5-oxo-1,2,3,4-tetrahydrobenzo[b]pyrido[4,3-f][1,4]oxazepin-6(5H)-yl)ethoxy)benzoate). Reactants: O=C1N(C2=C(OC3=C1C=CN=C3)C=CC=C2)CCOC2=CC=C(C(=O)OC)C=C2 (methyl 4-(2-(5-oxobenzo[b]pyrido[4,3-f][1,4]oxazepin-6(5H)-yl)ethoxy)benzoate), CI (methyl iodide). The yield is 51.0%. As a reaction SMILES: [O:1]=[C:2]1[C:8]2[CH:9]=[CH:10][N:11]=[CH:12][C:7]=2[O:6][C:5]2[CH:13]=[CH:14][CH:15]=[CH:16][C:4]=2[N:3]1[CH2:17][CH2:18][O:19][C:20]1[CH:29]=[CH:28][C:23]([C:24]([O:26][CH3:27])=[O:25])=[CH:22][CH:21]=1.[CH3:30]I>CC(C)=O>[CH3:30][N:11]1[CH2:10][CH2:9][C:8]2[C:2](=[O:1])[N:3]([CH2:17][CH2:18][O:19][C:20]3[CH:21]=[CH:22][C:23]([C:24]([O:26][CH3:27])=[O:25])=[CH:28][CH:29]=3)[C:4]3[CH:16]=[CH:15][CH:14]=[CH:13][C:5]=3[O:6][C:7]=2[CH2:12]1. Solvent: CC(=O)C (acetone). Procedure: Title compound 448 (0.249 g, 0.638 mmol) was solubilized in acetone (15.0 mL) and the methyl iodide (2.0 mL) was added. The reaction mixture was stirred in a sealed tube at 60° C. for 18 hours. The mixture was cooled down and evaporated. The residue was dissolved in methanol (15 mL) and Pt black (55 mg) was added. The reaction mixture was stirred over 55PSI of hydrogen for 3 hours. The catalyst was filtered and the filtrate was evaporated. The crude was purified by flash chromatography (75-100% ... The reactants are NC1=CC=CC=C1 (aniline). The solvent is CC(C)=O (propan-2-one). Product: CC(CCC)NC1=CC=CC=C1 (N-(1-methylbutyl)aniline). As a reaction SMILES: [NH2:1][C:2]1[CH:7]=[CH:6][CH:5]=[CH:4][CH:3]=1>CC(=O)C>[CH3:4][CH:3]([NH:1][C:2]1[CH:7]=[CH:6][CH:5]=[CH:4][CH:3]=1)[CH2:2][CH2:7][CH3:6]. Procedure: N-(1-methylbutyl)aniline was prepared from aniline and propan-2-one using the same method as in Example 2i)a). Reactants: C1(CC1)COC=1C(=C(C=CC1OC)C=1C=C2COC(C2=CC1)=O)O (5-(3-(cyclopropylmethoxy)-2-hydroxy-4-methoxyphenyl) isobenzofuran-1(3H)-one), C([O-])([O-])=O.[K+].[K+] (potassium carbonate), C(C)I (ethyl iodide). The solvent is C(C)#N (acetonitrile). Conditions: temperature 70 celsius. The product is C1(CC1)COC=1C(=C(C=CC1OC)C=1C=C2COC(C2=CC1)=O)OCC (5-(3-Cyclopropylmethoxy-2-ethoxy-4-methoxy-phenyl)-3H-isobenzofuran-1-one). Yield: 22.9%. RXN SMILES: [CH:1]1([CH2:4][O:5][C:6]2[C:7]([OH:24])=[C:8]([C:14]3[CH:15]=[C:16]4[C:20](=[CH:21][CH:22]=3)[C:19](=[O:23])[O:18][CH2:17]4)[CH:9]=[CH:10][C:11]=2[O:12][CH3:13])[CH2:3][CH2:2]1.C(=O)([O-])[O-].[K+].[K+].[CH2:31](I)[CH3:32]>C(#N)C>[CH:1]1([CH2:4][O:5][C:6]2[C:7]([O:24][CH2:31][CH3:32])=[C:8]([C:14]3[CH:15]=[C:16]4[C:20](=[CH:21][CH:22]=3)[C:19](=[O:23])[O:18][CH2:17]4)[CH:9]=[CH:10][C:11]=2[O:12][CH3:13])[CH2:3][CH2:2]1 |f:1.2.3|. Reported procedure: To a stirring solution of 5-(3-(cyclopropylmethoxy)-2-hydroxy-4-methoxyphenyl) isobenzofuran-1(3H)-one (80 mg, 0.246 mmol) in acetonitrile (10 mL) was added potassium carbonate (102 mg, 0.745 mmol) and ethyl iodide (156 mg, 0.987 mmol) and the resultant reaction mixture was heated to 70° C. for 16 h. The reaction mixture was cooled to RT and filtered through celite. The filtrate was concentrated under reduced pressure and the residue was purified by column chromatography (silica gel, 0-15% ethyl... Reactants: C(C)OC1=C(OCC(=O)OCC)C=CC(=C1)CCO (ethyl 2-[2-ethoxy-4-(2-hydroxyethyl)phenoxy]acetate), ClOC(C)(C)C (tert-butyl hypochlorite), S(=O)([O-])[O-].[Na+].[Na+] (sodium sulfite). Run in ClCCl (dichloromethane), O (water). Run at time 15 minute. The product is ClC=1C(=CC(=C(OCC(=O)OCC)C1)OCC)CCO (ethyl 2-[5-chloro-2-ethoxy-4-(2-hydroxyethyl)phenoxy]acetate). As a reaction SMILES: [CH2:1]([O:3][C:4]1[CH:16]=[C:15]([CH2:17][CH2:18][OH:19])[CH:14]=[CH:13][C:5]=1[O:6][CH2:7][C:8]([O:10][CH2:11][CH3:12])=[O:9])[CH3:2].[Cl:20]OC(C)(C)C.S([O-])([O-])=O.[Na+].[Na+]>ClCCl.O>[Cl:20][C:14]1[C:15]([CH2:17][CH2:18][OH:19])=[CH:16][C:4]([O:3][CH2:1][CH3:2])=[C:5]([CH:13]=1)[O:6][CH2:7][C:8]([O:10][CH2:11][CH3:12])=[O:9] |f:2.3.4|. Reported procedure: To a stirred solution of ethyl 2-[2-ethoxy-4-(2-hydroxyethyl)phenoxy]acetate (1.15 g) in dichloromethane (4.3 ml) was added tert-butyl hypochlorite (478 μl) at room temperature, and the mixture was stirred for 15 minutes. To the reaction mixture was added a solution of sodium sulfite (542 mg) in water (5 ml), and the resulting mixture was stirred for 10 minutes at room temperature. The mixture was extracted with ethyl acetate, and the organic layer was washed with brine and dried over anhydrous ... As a reaction SMILES: [NH2:1][C:2]1[CH:7]=[CH:6][C:5]([O:8][CH2:9][CH3:10])=[CH:4][C:3]=1[N:11]1[CH2:16][CH2:15][N:14]([CH2:17][C:18]2[CH:23]=[CH:22][CH:21]=[CH:20][CH:19]=2)[CH2:13][CH:12]1CC(O)=O.NC1C=C[C:32]([O:35]CC)=[CH:31]C=1N1CCN(CC2C=CC=CC=2)CC1CC(O)=O.FC1C=C(OCC)C=CC=1[N+]([O-])=O>>[CH2:17]([N:14]1[CH2:15][CH2:16][N:11]2[C:3]3[CH:4]=[C:5]([O:8][CH2:9][CH3:10])[CH:6]=[CH:7][C:2]=3[NH:1][C:32](=[O:35])[CH2:31][C@H:12]2[CH2:13]1)[C:18]1[CH:23]=[CH:22][CH:21]=[CH:20][CH:19]=1 |f:0.1|. Procedure: The title compound was prepared according to the procedure outlined in Example 43A substituting 2-(1-(2-amino-5-methoxyphenyl)-4-benzylpiperazin-2-yl)acetic acid for 2-(1-(2-amino-5-ethoxyphenyl)-4-benzylpiperazin-2-yl)acetic acid 2-(1-(2-Amino-5-ethoxyphenyl)-4-benzylpiperazin-2-yl)acetic acid was prepared according the procedure outlined in Examples 12D, 12E, and 12F by substituting 2-fluoro-4-methoxy-1-nitrobenzene with 2-fluoro-4-ethoxy-1-nitrobenzene. Product: C(C1=CC=CC=C1)N1C[C@H]2N(C3=C(NC(C2)=O)C=CC(=C3)OCC)CC1 ((4aS)-3-benzyl-10-ethoxy-1,2,3,4,4a,5-hexahydropyrazino[1,2-a][1,5]benzodiazepin-6(7H)-one). Starting materials: NC1=C(C=C(C=C1)OCC)N1C(CN(CC1)CC1=CC=CC=C1)CC(=O)O.NC1=C(C=C(C=C1)OCC)N1C(CN(CC1)CC1=CC=CC=C1)CC(=O)O (2-(1-(2-amino-5-ethoxyphenyl)-4-benzylpiperazin-2-yl)acetic acid 2-(1-(2-Amino-5-ethoxyphenyl)-4-benzylpiperazin-2-yl)acetic acid), FC1=C(C=CC(=C1)OCC)[N+](=O)[O-] (2-fluoro-4-ethoxy-1-nitrobenzene), 12E, 12F. Reactants: CC(=O)O, O, OO, Cc1cc(O)c(SCC(C)C)c(=O)o1. The product is Cc1cc(O)c(S(=O)CC(C)C)c(=O)o1. Reaction SMILES: [CH3:17][C:18](=[O:19])[OH:20].[OH2:21].[OH:15][OH:16].[OH:1][c:2]1[c:3]([S:10][CH2:11][CH:12]([CH3:13])[CH3:14])[c:4](=[O:9])[o:5][c:6]([CH3:8])[cH:7]1>>[OH:1][c:2]1[c:3]([S:10]([CH2:11][CH:12]([CH3:13])[CH3:14])=[O:15])[c:4](=[O:9])[o:5][c:6]([CH3:8])[cH:7]1. Reactants: [N+](=O)([O-])C=1C=CC2=C(C(OC(=N2)OCC)=O)C1CC (6-nitro-5-ethyl-2-ethoxy-3,1-benzoxazin-4-one). The reagents and catalysts are [Pd] (Pd/C). The solvent is C(C)(=O)OCC (ethyl acetate). Conditions: time 3 hour. Yields the product NC=1C=CC2=C(C(OC(=N2)OCC)=O)C1CC (6-amino-5-ethyl-2-ethoxy-3,1-benzoxazin-4-one). Yield: 88.4%. As a reaction SMILES: [N+:1]([C:4]1[CH:5]=[CH:6][C:7]2[N:12]=[C:11]([O:13][CH2:14][CH3:15])[O:10][C:9](=[O:16])[C:8]=2[C:17]=1[CH2:18][CH3:19])([O-])=O>C(OCC)(=O)C.[Pd]>[NH2:1][C:4]1[CH:5]=[CH:6][C:7]2[N:12]=[C:11]([O:13][CH2:14][CH3:15])[O:10][C:9](=[O:16])[C:8]=2[C:17]=1[CH2:18][CH3:19]. Reported procedure: A solution of 0.75 g (2.8 mmoles) 6-nitro-5-ethyl-2-ethoxy-3,1-benzoxazin-4-one in 35 mL ethyl acetate was transferred to a Parr bottle. 0.40 g (0.38 mmoles) of 10% Pd/C catalyst was added. The sample was hydrogenated on a Parr shaker at ambient temperature and 1 atm pressure for 3 hours. The catalyst was removed by filtration through a pad of Celite. The filtrate was concentrated in vacuo to produce a bright yellow solid. There was obtained 0.58 g (86% yield) of 6-amino-5-ethyl-2-ethoxy-3,1-ben... Reactants: [BH4-], C=CCC(NC(=O)OC(C)(C)C)(c1cc(Br)ccc1F)C(F)F, CO, ClCCl, Cl, [Na+], [Na+], O=C([O-])O, O. The product is CC(C)(C)OC(=O)NC(CCO)(c1cc(Br)ccc1F)C(F)F. As a reaction SMILES: [BH4-:29].[C:1]([CH3:2])([CH3:3])([CH3:4])[O:5][C:6]([NH:7][C:8]([CH2:9][CH:10]=[CH2:11])([CH:12]([F:13])[F:14])[c:15]1[c:16]([F:22])[cH:17][cH:18][c:19]([Br:21])[cH:20]1)=[O:23].[CH3:35][OH:36].[Cl:32][CH2:33][Cl:34].[ClH:31].[Na+:28].[Na+:30].[O-:24][C:25]([OH:26])=[O:27].[O:37]>>[C:1]([CH3:2])([CH3:3])([CH3:4])[O:5][C:6]([NH:7][C:8]([CH2:9][CH2:10][OH:24])([CH:12]([F:13])[F:14])[c:15]1[c:16]([F:22])[cH:17][cH:18][c:19]([Br:21])[cH:20]1)=[O:23]. The reactants are solution, N (ammonia), C(#N)CCCCCN=C=S (5-cyanopentyl isothiocyanate), N (ammonia). The solvent is O1CCOCC1 (dioxane), O1CCOCC1 (dioxane). Conditions: time 8 hour. Product: C(#N)CCCCCNC(=S)N (N-(5-cyanopentyl)thiourea), material. RXN SMILES: [NH3:1].[C:2]([CH2:4][CH2:5][CH2:6][CH2:7][CH2:8][N:9]=[C:10]=[S:11])#[N:3]>O1CCOCC1>[C:2]([CH2:4][CH2:5][CH2:6][CH2:7][CH2:8][NH:9][C:10]([NH2:1])=[S:11])#[N:3]. Procedure: To a 0.5M solution of ammonia in dioxane (80 ml) at 10° C. was added 5-cyanopentyl isothiocyanate (5 g) and the solution was stirred at room temperature overnight. TLC of the reaction mixture still showed the presence of some starting material. Additional ammonia in dioxane (40 ml) was added and the solution was stirred for a further 6 hours. At this stage, the reaction was found to be complete as judged by TLC analysis. The solvent was then removed on a rotary evaporator and to the residue was ...